The task is: describe an organic reaction: reactants, conditions, products, and yield. This data is from the Open Reaction Database (ORD), a public repository of structured organic reaction records. Starting materials: C1(=CC=CC=C1)COC(CC1OC2=C(CC1)C=C(C=C2)[N+](=O)[O-])C(F)(F)F (2-(2-phenylmethoxy-3,3,3-trifluoropropyl)-6-nitro-3,4-dihydro-2H-1-benzopyran), [BH4-].[Na+] (sodium borohydride). The reagents and catalysts are CCCCCCCC[N+](C)(CCCCCCCC)CCCCCCCC.[Cl-] (Adogen 464), [Pd] (palladium on carbon). Solvent: O (water), ClCCl (dichloromethane), O (water), O (water). Reaction conditions: time 1 hour. Product: C1(=CC=CC=C1)COC(CC1OC2=C(CC1)C=C(C=C2)N)C(F)(F)F (2-(2-Phenylmethoxy-3,3,3-trifluoropropyl)-6-amino-3,4-dihydro-2H-1-benzopyran). Reaction SMILES: [C:1]1([CH2:7][O:8][CH:9]([C:24]([F:27])([F:26])[F:25])[CH2:10][CH:11]2[CH2:16][CH2:15][C:14]3[CH:17]=[C:18]([N+:21]([O-])=O)[CH:19]=[CH:20][C:13]=3[O:12]2)[CH:6]=[CH:5][CH:4]=[CH:3][CH:2]=1.[BH4-].[Na+]>ClCCl.O.CCCCCCCC[N+](CCCCCCCC)(CCCCCCCC)C.[Cl-].[Pd]>[C:1]1([CH2:7][O:8][CH:9]([C:24]([F:27])([F:25])[F:26])[CH2:10][CH:11]2[CH2:16][CH2:15][C:14]3[CH:17]=[C:18]([NH2:21])[CH:19]=[CH:20][C:13]=3[O:12]2)[CH:2]=[CH:3][CH:4]=[CH:5][CH:6]=1 |f:1.2,5.6|. Procedure: To a solution of 5.9 g (16 mmol) of 2-(2-phenylmethoxy-3,3,3-trifluoropropyl)-6-nitro-3,4-dihydro-2H-1-benzopyran in 50 ml of dichloromethane and 25 ml of water are added 73 mg of Adogen 464, 660 mg of 5% palladium on carbon containing 50% of water, and then a solution of 1.1 g (28 mmol) of sodium borohydride in 10 ml of water. The mixture is stirred for 1 hour, then it is filtered and the product is extracted with dichloromethane. The organic phase is dried over sodium sulfate and concentrated ...